Dataset: the Open Reaction Database (ORD), a public repository of structured organic reaction records. Task: describe an organic reaction: reactants, conditions, products, and yield Reactants: ClC=1C=C(C=CC1)CC(=O)O (3-chlorophenylacetic acid), C1(CCCC1)Br (Cyclopentyl bromide), C(C)(C)NC(C)C (diisopropylamine), C(CCC)[Li] (n-butyllithium). Solvent: O1CCCC1 (tetrahydrofuran), O1CCCC1 (tetrahydrofuran). Conditions: temperature 0 celsius, time 15 minute. Product: ClC=1C=C(C=CC1)C(C(=O)O)C1CCCCC1 ((3-chlorophenyl)(cyclohexyl)acetic acid). Isolated yield 72.4%. As a reaction SMILES: C(N[CH:5]([CH3:7])[CH3:6])(C)C.[CH2:8]([Li])[CH2:9][CH2:10]C.[Cl:13][C:14]1[CH:15]=[C:16]([CH2:20][C:21]([OH:23])=[O:22])[CH:17]=[CH:18][CH:19]=1.C1(Br)CCCC1>O1CCCC1>[Cl:13][C:14]1[CH:15]=[C:16]([CH:20]([CH:6]2[CH2:5][CH2:7][CH2:10][CH2:9][CH2:8]2)[C:21]([OH:23])=[O:22])[CH:17]=[CH:18][CH:19]=1. Procedure: A solution of diisopropylamine (1.80 mL, 12.9 mmol) in dry tetrahydrofuran (6 mL) under nitrogen was cooled to −78° C. and treated dropwise with a solution of n-butyllithium (2.4 M in hexanes, 5.4 mL, 12.9 mmol). The resulting solution was warmed to 0° C. and stirred for 15 min. The solution was re-cooled to −78° C. and treated, via cannula, with a solution of 3-chlorophenylacetic acid (1.0 g, 5.9 mmol) in tetrahydrofuran (6 mL). The reaction was then allowed to warm to 25° C. where it was stirr... Reactants: COC(=O)C1=CC2=C(N(C(N2)=O)C2CCC2)C=C1 (1-cyclobutyl-2-oxo-2,3-dihydro-1H-benzoimidazole-5-carboxylic acid methyl ester), [H-].[Na+] (sodium hydride), IC (iodomethane). Run in O (water), CS(=O)C (methyl sulfoxide). Run at time 30 minute. Product: COC(=O)C1=CC2=C(N(C(N2C)=O)C2CCC2)C=C1 (1-Cyclobutyl-3-methyl-2-oxo-2,3-dihydro-1H-benzoimidazole-5-carboxylic acid methyl ester). Isolated yield 98.7%. As a reaction SMILES: [CH3:1][O:2][C:3]([C:5]1[CH:18]=[CH:17][C:8]2[N:9]([CH:13]3[CH2:16][CH2:15][CH2:14]3)[C:10](=[O:12])[NH:11][C:7]=2[CH:6]=1)=[O:4].[H-].[Na+].I[CH3:22]>CS(C)=O.O>[CH3:1][O:2][C:3]([C:5]1[CH:18]=[CH:17][C:8]2[N:9]([CH:13]3[CH2:16][CH2:15][CH2:14]3)[C:10](=[O:12])[N:11]([CH3:22])[C:7]=2[CH:6]=1)=[O:4] |f:1.2|. Procedure: To a solution of 1-cyclobutyl-2-oxo-2,3-dihydro-1H-benzoimidazole-5-carboxylic acid methyl ester (17.01 g, 69.1 mmol) in methyl sulfoxide (60 ml) was added sodium hydride (2.76 g as a 60% dispersion in oil, 69 mmol). The reaction mixture was stirred for 30 minutes prior to the dropwise addition of iodomethane (4.3 ml, 69.1 mmol). The reaction was stirred for 1 hour, was diluted with water and extracted with ethyl acetate. The organic layer was dried with sodium sulfate and concentrated in vacuo ...